This data is from the Open Reaction Database (ORD), a public repository of structured organic reaction records. The task is: describe an organic reaction: reactants, conditions, products, and yield Reactants: BrC1=C(C(=CC(=C1)C(C)(OC)OC)C(C)(C)C)OC (2-bromo-6-tert-butyl-4-(1,1-dimethoxyethyl)anisole), (±)-BINAP, resultant solution, N1CCOCC1 (morpholine), CC(C)([O-])C.[Na+] (sodium tert-butoxide). The reagents and catalysts are C(C)(=O)[O-].[Pd+2].C(C)(=O)[O-] (palladium acetate). The solvent is COCCOC (1,2-dimethoxyethane). Yields the product C(C)(C)(C)C=1C(=C(C=C(C1)C(C)(OC)OC)N1CCOCC1)OC (4-[3-tert-Butyl-5-(1,1-dimethoxyethyl)-2-methoxyphenyl]morpholine). As a reaction SMILES: Br[C:2]1[CH:7]=[C:6]([C:8]([O:12][CH3:13])([O:10][CH3:11])[CH3:9])[CH:5]=[C:4]([C:14]([CH3:17])([CH3:16])[CH3:15])[C:3]=1[O:18][CH3:19].[NH:20]1[CH2:25][CH2:24][O:23][CH2:22][CH2:21]1.CC(C)([O-])C.[Na+]>COCCOC.C([O-])(=O)C.[Pd+2].C([O-])(=O)C>[C:14]([C:4]1[C:3]([O:18][CH3:19])=[C:2]([N:20]2[CH2:25][CH2:24][O:23][CH2:22][CH2:21]2)[CH:7]=[C:6]([C:8]([O:12][CH3:13])([O:10][CH3:11])[CH3:9])[CH:5]=1)([CH3:17])([CH3:16])[CH3:15] |f:2.3,5.6.7|. Procedure details: Under a nitrogen atmosphere, 2-bromo-6-tert-butyl-4-(1,1-dimethoxyethyl)anisole (650 g, 1.962 mol), palladium acetate (4.4 g 19.6 mmol, 1 mol %) and (±)-BINAP (18.3 g, 29.4 mmol, 1.5 mol %) were dissolved in 1,2-dimethoxyethane (1.96 L) at room temperature. To the resultant solution, morpholine (205 g, 2.36 mol) and sodium tert-butoxide (264 g, 2.75 mol) were added. Starting materials: BrC1=C(C2=C(N(C(N(C2=O)CCCOC2OCCCC2)=O)C)S1)C=O (6-bromo-1-methyl-2,4-dioxo-3-(3-((tetrahydro-2H-pyran-2-yl)oxy)propyl)-1,2,3,4-tetrahydrothieno[2,3-d]pyrimidine-5-carbaldehyde), BrC1=C(C2=C(N(C(N(C2=O)CCCOC2OCCCC2)=O)C)S1)C=O (6-bromo-1-methyl-2,4-dioxo-3-(3-((tetrahydro-2H-pyran-2-yl)oxy)propyl)-1,2,3,4-tetrahydrothieno[2,3-d]pyrimidine-5-carbaldehyde), FC(OC=1C=C(C=CC1)O)(F)F (3-(trifluoromethoxy)phenol), C(=O)([O-])[O-].[K+].[K+] (K2CO3). The solvent is CC(OCC)=O (EA), O (water), CS(=O)C (DMSO). Reaction conditions: temperature 80 celsius. Product: CN1C(N(C(C2=C1SC(=C2C=O)OC2=CC(=CC=C2)OC(F)(F)F)=O)CCCOC2OCCCC2)=O (1-methyl-2,4-dioxo-3-(3-((tetrahydro-2H-pyran-2-yl)oxy)propyl)-6-(3-(trifluoromethoxy) phenoxy)-1,2,3,4-tetrahydrothieno[2,3-d]pyrimidine-5-carbaldehyde). Isolated yield 40.8%. As a reaction SMILES: Br[C:2]1[S:23][C:5]2[N:6]([CH3:22])[C:7](=[O:21])[N:8]([CH2:11][CH2:12][CH2:13][O:14][CH:15]3[CH2:20][CH2:19][CH2:18][CH2:17][O:16]3)[C:9](=[O:10])[C:4]=2[C:3]=1[CH:24]=[O:25].[F:26][C:27]([F:37])([F:36])[O:28][C:29]1[CH:30]=[C:31]([OH:35])[CH:32]=[CH:33][CH:34]=1.C([O-])([O-])=O.[K+].[K+]>CS(C)=O.CC(=O)OCC.O>[CH3:22][N:6]1[C:5]2[S:23][C:2]([O:35][C:31]3[CH:32]=[CH:33][CH:34]=[C:29]([O:28][C:27]([F:26])([F:36])[F:37])[CH:30]=3)=[C:3]([CH:24]=[O:25])[C:4]=2[C:9](=[O:10])[N:8]([CH2:11][CH2:12][CH2:13][O:14][CH:15]2[CH2:20][CH2:19][CH2:18][CH2:17][O:16]2)[C:7]1=[O:21] |f:2.3.4|. Reported procedure: To a solution of 6-bromo-1-methyl-2,4-dioxo-3-(3-((tetrahydro-2H-pyran-2-yl)oxy)propyl)-1,2, 3,4-tetrahydrothieno[2,3-d]pyrimidine-5-carbaldehyde (See Compound 2, Step 4, 100 mg, 0.232 mmol) in DMSO (2 mL) was added 3-(trifluoromethoxy)phenol (82.6 mg, 0.464 mmol) and K2CO3 (96.1 mg, 0.696 mmol). The reaction was heated to 80° C. for 18 h, cooled to RT then diluted with EA (10 mL) and water (10 mL). The organic layer was washed with aq. 1N LiCl (3×5 mL), dried over Na2SO4 and concentrated to a r... The reactants are NC=1NC(NN1)=O (5-amino-2,4-dihydro-3H-1,2,4-triazol-3-one), CC(CC(C)=O)=O (pentane2,4-dione). Run in C(C)(=O)O (acetic acid). The product is CC1=NC=2N(C(=C1)C)N=C(N2)O (5,7-Dimethyl[1,2,4]triazolo[1,5-a]pyrimidin-2-ol). Yield: 88.2%. Reaction SMILES: [NH2:1][C:2]1[NH:3][C:4](=[O:7])[NH:5][N:6]=1.[CH3:8][C:9](=O)[CH2:10][C:11](=O)[CH3:12]>C(O)(=O)C>[CH3:8][C:9]1[CH:10]=[C:11]([CH3:12])[N:6]2[N:5]=[C:4]([OH:7])[N:3]=[C:2]2[N:1]=1. Reported procedure: To a solution of 5-amino-2,4-dihydro-3H-1,2,4-triazol-3-one (29 g, 0.29 mol) in glacial acetic acid (140 mL) was added pentane2,4-dione (29 g, 0.29 mol) and the solution was refluxed for 8 hours. The reaction mixture was concentrated under reduced pressure to afford a yellow solid. The solid was filtered and washed with ethanol (200 mL) to give the product (42 g, 80%). Reactants: O=C([O-])[O-], C1COCCO1, COc1ccc(Cn2nc(N)cc2C)cc1, Cc1nc2c(CN3CCOCC3)cc(Cl)nn2c1Cc1ccc(Cl)cc1F, [K+], [K+], O, CC1(C)c2cccc(P(c3ccccc3)c3ccccc3)c2Oc2c(P(c3ccccc3)c3ccccc3)cccc21. Product: COc1ccc(Cn2nc(Nc3cc(CN4CCOCC4)c4nc(C)c(Cc5ccc(Cl)cc5F)n4n3)cc2C)cc1. RXN SMILES: [C:44](=[O:45])([O-:46])[O-:47].[CH2:92]1[O:93][CH2:94][CH2:95][O:96][CH2:97]1.[CH3:28][O:29][c:30]1[cH:31][cH:32][c:33]([CH2:34][n:35]2[n:36][c:37]([NH2:41])[cH:38][c:39]2[CH3:40])[cH:42][cH:43]1.[Cl:1][c:2]1[cH:3][c:4]([CH2:21][N:22]2[CH2:23][CH2:24][O:25][CH2:26][CH2:27]2)[c:5]2[n:6]([n:7]1)[c:8]([CH2:12][c:13]1[c:14]([F:20])[cH:15][c:16]([Cl:19])[cH:17][cH:18]1)[c:9]([CH3:11])[n:10]2.[K+:48].[K+:49].[OH2:98].[c:50]1([P:51]([c:52]2[cH:53][cH:54][cH:55][cH:56][cH:57]2)[c:58]2[c:59]3[c:83]([cH:84][cH:85][cH:86]2)[C:80]([CH3:81])([CH3:82])[c:62]2[c:61]([c:66]([P:67]([c:68]4[cH:69][cH:70][cH:71][cH:72][cH:73]4)[c:74]4[cH:75][cH:76][cH:77][cH:78][cH:79]4)[cH:65][cH:64][cH:63]2)[O:60]3)[cH:87][cH:88][cH:89][cH:90][cH:91]1>>[c:2]1([NH:41][c:37]2[n:36][n:35]([CH2:34][c:33]3[cH:32][cH:31][c:30]([O:29][CH3:28])[cH:43][cH:42]3)[c:39]([CH3:40])[cH:38]2)[cH:3][c:4]([CH2:21][N:22]2[CH2:23][CH2:24][O:25][CH2:26][CH2:27]2)[c:5]2[n:6]([n:7]1)[c:8]([CH2:12][c:13]1[c:14]([F:20])[cH:15][c:16]([Cl:19])[cH:17][cH:18]1)[c:9]([CH3:11])[n:10]2. The product is C1(CC1)S(C1CC1)CC1(CCN(CC1)C(=O)OC(C)(C)C)C(=O)OCC (tert-Butyl 4-(dicyclopropylsulfanylmethyl)-4-(ethoxycarbonyl)piperidine carboxylate). The yield is 96.0%. Procedure details: To a stirred solution of ethyl N-(t-butoxycarbonyl)isonipecotate (1.06 g, 4.12 mmol) in THF (8 mL) at −78° C. was added LDA (1.5M, 2.75 mL, 4.12 mmol) dropwise, and the mixture was stirred for 30 minutes before addition of a solution of dicyclopropylthioketone (415 mg, 3.30 mmol) in THF (1 mL). After the addition, the reaction mixture was warmed to room temperature over 2 hours, quenched with satd aq NH4Cl, and extracted with EtOAc. The combined organic extracts were dried over Na2SO4, filtered,... RXN SMILES: [C:1]([O:5][C:6]([N:8]1[CH2:18][CH2:17][CH:11]([C:12]([O:14][CH2:15][CH3:16])=[O:13])[CH2:10][CH2:9]1)=[O:7])([CH3:4])([CH3:3])[CH3:2].[Li+].CC([N-][CH:24]([CH3:26])[CH3:25])C.C1([C:30](C2CC2)=[S:31])CC1.[CH2:35]1[CH2:39]OC[CH2:36]1>>[CH:36]1([SH:31]([CH2:30][C:11]2([C:12]([O:14][CH2:15][CH3:16])=[O:13])[CH2:17][CH2:18][N:8]([C:6]([O:5][C:1]([CH3:2])([CH3:4])[CH3:3])=[O:7])[CH2:9][CH2:10]2)[CH:24]2[CH2:26][CH2:25]2)[CH2:35][CH2:39]1 |f:1.2|. The reactants are C(C)(C)(C)OC(=O)N1CCC(C(=O)OCC)CC1 (ethyl N-(t-butoxycarbonyl)isonipecotate), [Li+].CC(C)[N-]C(C)C (LDA), C1CCOC1 (THF), C1(CC1)C(=S)C1CC1 (dicyclopropylthioketone), C1CCOC1 (THF). Reactants: FC(C(=O)OCC)(C=1C=C2C=CC=NC2=CC1)F (ethyl difluoro(quinolin-6-yl)acetate), CO (Methanol), [OH-].[Na+] (sodium hydroxide). Run in O (water). Product: FC(C(=O)[O-])(F)C=1C=C2C=CC=NC2=CC1.[Na+] (sodium 2,2-difluoro(quinolin-6-yl)acetate). As a reaction SMILES: [F:1][C:2]([F:18])([C:8]1[CH:9]=[C:10]2[C:15](=[CH:16][CH:17]=1)[N:14]=[CH:13][CH:12]=[CH:11]2)[C:3]([O:5]CC)=[O:4].CO.[OH-].[Na+:22]>O>[F:1][C:2]([C:8]1[CH:9]=[C:10]2[C:15](=[CH:16][CH:17]=1)[N:14]=[CH:13][CH:12]=[CH:11]2)([F:18])[C:3]([O-:5])=[O:4].[Na+:22] |f:2.3,5.6|. Procedure details: 8.1 g (32.2 mmol) of ethyl difluoro(quinolin-6-yl)acetate was added to a reaction balloon. Methanol (40.5 mL) and water (2.9 mL) were added. To this solution, 1.29 g sodium hydroxide (32.2 mmol) was added at room temperature for 16 h. The resulting solids were filtered off and dried under vacuum. Yield 4.5 g (18.4 mmol; 57%).